From a dataset of the Open Reaction Database (ORD), a public repository of structured organic reaction records. describe an organic reaction: reactants, conditions, products, and yield Reaction SMILES: Br[CH2:2][CH2:3][O:4][C:5]1[CH:10]=[CH:9][C:8]([N+:11]([O-:13])=[O:12])=[CH:7][C:6]=1[O:14][CH3:15].[CH3:16][CH:17]1[CH2:22][CH:21]([CH3:23])[CH2:20][NH:19][CH2:18]1>ClCCl.CO>[CH3:15][O:14][C:6]1[CH:7]=[C:8]([N+:11]([O-:13])=[O:12])[CH:9]=[CH:10][C:5]=1[O:4][CH2:3][CH2:2][N:19]1[CH2:20][CH:21]([CH3:23])[CH2:22][CH:17]([CH3:16])[CH2:18]1 |f:2.3|. Starting materials: BrCCOC1=C(C=C(C=C1)[N+](=O)[O-])OC (1-(2-bromoethoxy)-2-methoxy-4-nitrobenzene), CC1CNCC(C1)C (3,5-dimethylpiperidine). Run in ClCCl.CO (dichloromethane methanol). Product: COC1=C(OCCN2CC(CC(C2)C)C)C=CC(=C1)[N+](=O)[O-] (1-[2-(2-methoxy-4-nitrophenoxy)ethyl]-3,5-dimethylpiperidine). Reported procedure: Prepared analogously to Example 1.1.c. from 1-(2-bromoethoxy)-2-methoxy-4-nitrobenzene and 3,5-dimethylpiperidine. Yield: 0.4 g (48.1% of theory); C16H24N2O4 (M=308.38); calc.: molecular ion peak (M+H)+: 309; found: molecular ion peak (M+H)+: 309; Rf value: 0.5 (silica gel, dichloromethane/methanol (9:1)). Reactants: C1(=CC=CC2=CC=CC=C12)CC(=O)N (2-(naphthalen-1-yl)acetamide), IC1=CSC=C1 (3-iodothiophene), N[C@H]1[C@@H](CCCC1)N (trans-1,2diaminocyclohexane), cuprous iodide, C([O-])([O-])=O.[K+].[K+] (potassium carbonate). Solvent: O1CCOCC1 (dioxane), O (water), C(C)(=O)OCC (ethyl acetate). Run at time 18 hour. The product is C1(=CC=CC2=CC=CC=C12)CC(=O)NC1=CSC=C1 (2-(naphthalen-1-yl)-N-(thiophen-3-yl)acetamide). Isolated yield 94.9%. RXN SMILES: [C:1]1([CH2:11][C:12]([NH2:14])=[O:13])[C:10]2[C:5](=[CH:6][CH:7]=[CH:8][CH:9]=2)[CH:4]=[CH:3][CH:2]=1.I[C:16]1[CH:20]=[CH:19][S:18][CH:17]=1.N[C@@H]1CCCC[C@H]1N.C(=O)([O-])[O-].[K+].[K+]>O1CCOCC1.O.C(OCC)(=O)C>[C:1]1([CH2:11][C:12]([NH:14][C:16]2[CH:20]=[CH:19][S:18][CH:17]=2)=[O:13])[C:10]2[C:5](=[CH:6][CH:7]=[CH:8][CH:9]=2)[CH:4]=[CH:3][CH:2]=1 |f:3.4.5|. Reported procedure: 2-(naphthalen-1-yl)acetamide (14.00 g, 75.6 mmol), 3-iodothiophene (10.15 g, 48.3 mmol), trans-1,2diaminocyclohexane (3.0 ml, 25.0 mmol), cuprous iodide (1.97 g, 10.3 mmol), and potassium carbonate (13.66 g, 98.8 mmol) in dioxane (50 ml) was placed into a preheated oil bath at 95° C. After stirring for 18 h, the heterogenous mixture was diluted with water and extracted with methylene chloride. The combined organic extracts were dried over magnesium sulfate, filtered and concentrated under reduce... Starting materials: CC#N, CCN(C(C)C)C(C)C, N#Cc1cc(Cl)ccc1N1CCc2ncnc(Cl)c2C1, NCc1ccn2ccnc2c1. Yields the product N#Cc1cc(Cl)ccc1N1CCc2ncnc(NCc3ccn4ccnc4c3)c2C1. As a reaction SMILES: [CH3:41][C:42]#[N:43].[CH:32]([N:33]([CH2:34][CH3:35])[CH:36]([CH3:37])[CH3:38])([CH3:39])[CH3:40].[Cl:1][c:2]1[cH:3][cH:4][c:5]([N:10]2[CH2:11][c:12]3[c:13]([n:14][cH:15][n:16][c:17]3[Cl:18])[CH2:19][CH2:20]2)[c:6]([C:7]#[N:8])[cH:9]1.[n:21]1[cH:22][cH:23][n:24]2[c:25]1[cH:26][c:27]([CH2:30][NH2:31])[cH:28][cH:29]2>>[Cl:1][c:2]1[cH:3][cH:4][c:5]([N:10]2[CH2:11][c:12]3[c:13]([n:14][cH:15][n:16][c:17]3[NH:31][CH2:30][c:27]3[cH:26][c:25]4[n:21][cH:22][cH:23][n:24]4[cH:29][cH:28]3)[CH2:19][CH2:20]2)[c:6]([C:7]#[N:8])[cH:9]1. The reactants are O=C([O-])[O-], [Cl-], O=c1c(-c2ccc(Oc3ccnc4cc(I)sc34)c(F)c2)cnc2n1CCN2c1ccccc1, [Li+], [Na+], [Na+], O=C(c1ccc(B(O)O)cc1)N1CCOCC1, C1COCCO1, c1ccc(P(c2ccccc2)(c2ccccc2)[Pd](P(c2ccccc2)(c2ccccc2)c2ccccc2)(P(c2ccccc2)(c2ccccc2)c2ccccc2)P(c2ccccc2)(c2ccccc2)c2ccccc2)cc1. The product is O=C(c1ccc(-c2cc3nccc(Oc4ccc(-c5cnc6n(c5=O)CCN6c5ccccc5)cc4F)c3s2)cc1)N1CCOCC1. Reaction SMILES: [C:60](=[O:61])([O-:62])[O-:63].[Cl-:53].[F:1][c:2]1[cH:3][c:4](-[c:19]2[cH:20][n:21][c:22]3[n:23]([c:24]2=[O:25])[CH2:26][CH2:27][N:28]3[c:29]2[cH:30][cH:31][cH:32][cH:33][cH:34]2)[cH:5][cH:6][c:7]1[O:8][c:9]1[c:10]2[c:11]([n:12][cH:13][cH:14]1)[cH:15][c:16]([I:18])[s:17]2.[Li+:52].[Na+:64].[Na+:65].[O:35]1[CH2:36][CH2:37][N:38]([C:41](=[O:42])[c:43]2[cH:44][cH:45][c:46]([B:49]([OH:50])[OH:51])[cH:47][cH:48]2)[CH2:39][CH2:40]1.[O:54]1[CH2:55][CH2:56][O:57][CH2:58][CH2:59]1.[cH:66]1[cH:67][cH:68][c:69]([P:70]([Pd:71]([P:72]([c:73]2[cH:74][cH:75][cH:76][cH:77][cH:78]2)([c:79]2[cH:80][cH:81][cH:82][cH:83][cH:84]2)[c:85]2[cH:86][cH:87][cH:88][cH:89][cH:90]2)([P:91]([c:92]2[cH:93][cH:94][cH:95][cH:96][cH:97]2)([c:98]2[cH:99][cH:100][cH:101][cH:102][cH:103]2)[c:104]2[cH:105][cH:106][cH:107][cH:108][cH:109]2)[P:110]([c:111]2[cH:112][cH:113][cH:114][cH:115][cH:116]2)([c:117]2[cH:118][cH:119][cH:120][cH:121][cH:122]2)[c:123]2[cH:124][cH:125][cH:126][cH:127][cH:128]2)([c:129]2[cH:130][cH:131][cH:132][cH:133][cH:134]2)[c:135]2[cH:136][cH:137][cH:138][cH:139][cH:140]2)[cH:141][cH:142]1>>[F:1][c:2]1[cH:3][c:4](-[c:19]2[cH:20][n:21][c:22]3[n:23]([c:24]2=[O:25])[CH2:26][CH2:27][N:28]3[c:29]2[cH:30][cH:31][cH:32][cH:33][cH:34]2)[cH:5][cH:6][c:7]1[O:8][c:9]1[c:10]2[c:11]([n:12][cH:13][cH:14]1)[cH:15][c:16](-[c:46]1[cH:45][cH:44][c:43]([C:41]([N:38]3[CH2:37][CH2:36][O:35][CH2:40][CH2:39]3)=[O:42])[cH:48][cH:47]1)[s:17]2. Reactants: COc1cc(C(=O)N2CCN(C)CC2)ccc1[N+](=O)[O-], COc1cc(N2CCCC(C(=O)N3CCN(C)CC3)C2)ccc1N. Product: COc1cc(C(=O)N2CCN(C)CC2)ccc1N. Reaction SMILES: [CH3:25][O:26][c:27]1[cH:28][c:29]([C:36](=[O:37])[N:38]2[CH2:39][CH2:40][N:41]([CH3:44])[CH2:42][CH2:43]2)[cH:30][cH:31][c:32]1[N+:33]([O-:34])=[O:35].[NH2:1][c:2]1[cH:3][cH:4][c:5]([N:6]2[CH2:7][CH2:8][CH2:9][CH:10]([C:11]([N:12]3[CH2:13][CH2:14][N:15]([CH3:16])[CH2:17][CH2:18]3)=[O:19])[CH2:20]2)[cH:21][c:22]1[O:23][CH3:24]>>[CH3:25][O:26][c:27]1[cH:28][c:29]([C:36](=[O:37])[N:38]2[CH2:39][CH2:40][N:41]([CH3:44])[CH2:42][CH2:43]2)[cH:30][cH:31][c:32]1[NH2:33]. Reactants: COc1ccc(CSC2CC(C(=O)O)N(C(=O)OCc3ccc([N+](=O)[O-])cc3)C2)cc1, CC#N, OCCN1CCNCC1. The product is COc1ccc(CSC2CC(C(=O)N3CCN(CCO)CC3)N(C(=O)OCc3ccc([N+](=O)[O-])cc3)C2)cc1. Reaction SMILES: [CH3:1][O:2][c:3]1[cH:4][cH:5][c:6]([CH2:7][S:8][CH:9]2[CH2:10][CH:11]([C:27](=[O:28])[OH:29])[N:12]([C:14](=[O:15])[O:16][CH2:17][c:18]3[cH:19][cH:20][c:21]([N+:24](=[O:25])[O-:26])[cH:22][cH:23]3)[CH2:13]2)[cH:30][cH:31]1.[CH3:41][C:42]#[N:43].[OH:32][CH2:33][CH2:34][N:35]1[CH2:36][CH2:37][NH:38][CH2:39][CH2:40]1>>[CH3:1][O:2][c:3]1[cH:4][cH:5][c:6]([CH2:7][S:8][CH:9]2[CH2:10][CH:11]([C:27](=[O:28])[N:38]3[CH2:37][CH2:36][N:35]([CH2:34][CH2:33][OH:32])[CH2:40][CH2:39]3)[N:12]([C:14](=[O:15])[O:16][CH2:17][c:18]3[cH:19][cH:20][c:21]([N+:24](=[O:25])[O-:26])[cH:22][cH:23]3)[CH2:13]2)[cH:30][cH:31]1. The reactants are Cl.Cl.NC1=CC2=C(NN=N2)C=C1 (5-aminobenzotriazole dihydrochloride), C(O)([O-])=O.[Na+] (sodium hydrogen carbonate), C(=O)(C=C)Cl (acryl chloride). The solvent is O (water). Reaction conditions: time 1 hour. Yields the product C(C=C)(=O)NC1=CC2=C(NN=N2)C=C1 (5-acryloylaminobenzotriazole). Isolated yield 58.5%. RXN SMILES: Cl.Cl.[NH2:3][C:4]1[CH:12]=[CH:11][C:7]2[NH:8][N:9]=[N:10][C:6]=2[CH:5]=1.C(=O)([O-])O.[Na+].[C:18](Cl)([CH:20]=[CH2:21])=[O:19]>O>[C:18]([NH:3][C:4]1[CH:12]=[CH:11][C:7]2[NH:8][N:9]=[N:10][C:6]=2[CH:5]=1)(=[O:19])[CH:20]=[CH2:21] |f:0.1.2,3.4|. Procedure: 20.7 g of 5-aminobenzotriazole dihydrochloride and 30 g of sodium hydrogen carbonate were dissolved in 300 ml of water, and 10 g of acryl chloride was added dropwise at a temperature of lower than 10° C. over 20 minutes. After being stirred for 1 hour, the formed white precipitate was filtered off. Yield: 13.8 g. It was dissolved in 100 ml of DMF, and 500 ml of hot water at about 70° C. was added. It was immediately filtered under atmospheric pressure. The filtrate was allowed to cool, and the s...